Dataset: the Open Reaction Database (ORD), a public repository of structured organic reaction records. Task: describe an organic reaction: reactants, conditions, products, and yield Starting materials: Cl.COC=1C=C(C=CC1)NN (3-methoxyphenylhydrazine hydrochloride), [N+](=O)([O-])CC(=O)C1=CC=CC=C1 (2-nitroacetophenone), C(C)(=O)[O-].[Na+] (sodium acetate), C(C)(=O)O (acetic acid). Run in O (water). Conditions: time 4 day. Product: COC=1C=C(C=CC1)NN=C(C)C1=C(C=CC=C1)[N+](=O)[O-] (N-(3-methoxyphenyl)-N′-[1-(2-nitrophenyl)ethylidene]hydrazine). RXN SMILES: Cl.[CH3:2][O:3][C:4]1[CH:5]=[C:6]([NH:10][NH2:11])[CH:7]=[CH:8][CH:9]=1.[N+:12]([CH2:15][C:16]([C:18]1C=CC=C[CH:19]=1)=O)([O-:14])=[O:13].[C:24]([O-])(=O)[CH3:25].[Na+].[C:29](O)(=O)[CH3:30]>O>[CH3:2][O:3][C:4]1[CH:5]=[C:6]([NH:10][N:11]=[C:29]([C:24]2[CH:25]=[CH:19][CH:18]=[CH:16][C:15]=2[N+:12]([O-:14])=[O:13])[CH3:30])[CH:7]=[CH:8][CH:9]=1 |f:0.1,3.4|. Procedure: A mixture of 3-methoxyphenylhydrazine hydrochloride (1.75 g), 2-nitroacetophenone (1.65 g), sodium acetate (0.82 g) and acetic acid (10 ml) was stirred at room temperature for 4 days. To the reaction mixture was added water, extracted with ethyl acetate. The extract was washed with water, brine, dried over anhydrous magnesium sulfate. The solvent was distilled off under reduced pressure to obtain the target compound (2.72 g). Starting materials: Cc1ccc2c(c1)nc(C(C)(C)O)n2C1CCN(C(=O)C2Cc3ccc(NC(=O)OC(C)(C)C)cc3C2)CC1, Cl, C1COCCO1. Yields the product Cc1ccc2c(c1)nc(C(C)(C)O)n2C1CCN(C(=O)C2Cc3ccc(N)cc3C2)CC1. Reaction SMILES: [C:1]([O:2][C:3](=[O:4])[NH:7][c:8]1[cH:9][c:10]2[c:14]([cH:15][cH:16]1)[CH2:13][CH:12]([C:17](=[O:18])[N:19]1[CH2:20][CH2:21][CH:22]([n:25]3[c:26]([C:35]([CH3:36])([CH3:37])[OH:38])[n:27][c:28]4[c:29]3[cH:30][cH:31][c:32]([CH3:34])[cH:33]4)[CH2:23][CH2:24]1)[CH2:11]2)([CH3:5])([CH3:6])[CH3:39].[ClH:40].[O:41]1[CH2:42][CH2:43][O:44][CH2:45][CH2:46]1>>[NH2:7][c:8]1[cH:9][c:10]2[c:14]([cH:15][cH:16]1)[CH2:13][CH:12]([C:17](=[O:18])[N:19]1[CH2:20][CH2:21][CH:22]([n:25]3[c:26]([C:35]([CH3:36])([CH3:37])[OH:38])[n:27][c:28]4[c:29]3[cH:30][cH:31][c:32]([CH3:34])[cH:33]4)[CH2:23][CH2:24]1)[CH2:11]2. Starting materials: CN(/C=C/C(=O)C1=NN(C=CC1=O)C=1C=C(C#N)C=CC1)C (3-[3-((E)-3-Dimethylamino-acryloyl)-4-oxo-4H-pyridazin-1-yl]-benzonitrile), ClC=1C=C(C=CC1)NN (3-chloro-phenylhydrazine). Yields the product ClC=1C=C(C=CC1)N1N=CC=C1C1=NN(C=CC1=O)C=1C=C(C#N)C=CC1 (3-{3-[2-(3-Chloro-phenyl)-2H-pyrazol-3-yl]-4-oxo-4H-pyridazin-1-yl}-benzonitrile). RXN SMILES: C[N:2](C)/[CH:3]=[CH:4]/[C:5]([C:7]1[C:12](=[O:13])[CH:11]=[CH:10][N:9]([C:14]2[CH:15]=[C:16]([CH:19]=[CH:20][CH:21]=2)[C:17]#[N:18])[N:8]=1)=O.[Cl:23][C:24]1[CH:25]=[C:26]([NH:30]N)[CH:27]=[CH:28][CH:29]=1>>[Cl:23][C:24]1[CH:25]=[C:26]([N:30]2[C:5]([C:7]3[C:12](=[O:13])[CH:11]=[CH:10][N:9]([C:14]4[CH:15]=[C:16]([CH:19]=[CH:20][CH:21]=4)[C:17]#[N:18])[N:8]=3)=[CH:4][CH:3]=[N:2]2)[CH:27]=[CH:28][CH:29]=1. Reported procedure: The product was obtained starting from 3-[3-((E)-3-Dimethylamino-acryloyl)-4-oxo-4H-pyridazin-1-yl]-benzonitrile (A-19) and 3-chloro-phenylhydrazine according to the method described for example 1. MS: M=374.1 (M+H)+ Starting materials: C(C)OC(=O)NC1CC2=CC=CC=C2C1.C(N)(O)=O (carbamate 2-(ethoxycarbonyl-amino)indane), [H-].[H-].[H-].[H-].[Li+].[Al+3] (LiAlH4), O (H2O), [OH-].[Na+] (NaOH), O (H2O). The solvent is CCOCC (Et2O), CCOCC (Et2O). Conditions: time 18 hour. The product is CNC1CC2=CC=CC=C2C1 (N-Methyl-2-aminoindane). Reaction SMILES: C(O[C:4]([NH:6][CH:7]1[CH2:15][C:14]2[C:9](=[CH:10][CH:11]=[CH:12][CH:13]=2)[CH2:8]1)=O)C.C(=O)(O)N.[H-].[H-].[H-].[H-].[Li+].[Al+3].O.[OH-].[Na+]>CCOCC>[CH3:4][NH:6][CH:7]1[CH2:15][C:14]2[C:9](=[CH:10][CH:11]=[CH:12][CH:13]=2)[CH2:8]1 |f:0.1,2.3.4.5.6.7,9.10|. Procedure details: Under a nitrogen atmosphere, a solution of the carbamate 2-(ethoxycarbonyl-amino)indane (6.07 g, 29.6 mmol) in Et2O (100 mL) is added slowly to a mixture of LiAlH4 (1.70 g, 44.7 mmol) in Et2O (100 ml) chilled at 0°. The resulting mixture is stirred for 18 h and allowed to warm to 20°. The reaction mixture is re-chilled to 0° and treated cautiously with H2O (1.7 mL), 15% NaOH (1.7 mL) and again H2O (5.1 mL). The mixture is stirred for 20 minutes, warming slowly to 20°. The precipitate is vacuum f... The reactants are ClC1=CC=C2C(=CNC2=C1)C(=O)N1CCC2(CC1)OCC1=C2C=CC=C1 (1′-[(6-chloro-1H-indol-3-yl)carbonyl]-3H-spiro[2-benzofuran-1,4′-piperidine]), BrCCC1CCOCC1 (4-(2-bromo-ethyl)-tetrahydro-pyran). Product: ClC1=CC=C2C(=CN(C2=C1)CCC1CCOCC1)C(=O)N1CCC2(CC1)OCC1=C2C=CC=C1 (1′-({6-Chloro-1-[2-(tetrahydro-2H-pyran-4-yl)ethyl]-1H-indol-3-yl}carbonyl)-3H-spiro[2-benzofuran-1,4′-piperidine]). Reaction SMILES: [Cl:1][C:2]1[CH:10]=[C:9]2[C:5]([C:6]([C:11]([N:13]3[CH2:18][CH2:17][C:16]4([C:22]5[CH:23]=[CH:24][CH:25]=[CH:26][C:21]=5[CH2:20][O:19]4)[CH2:15][CH2:14]3)=[O:12])=[CH:7][NH:8]2)=[CH:4][CH:3]=1.Br[CH2:28][CH2:29][CH:30]1[CH2:35][CH2:34][O:33][CH2:32][CH2:31]1>>[Cl:1][C:2]1[CH:10]=[C:9]2[C:5]([C:6]([C:11]([N:13]3[CH2:18][CH2:17][C:16]4([C:22]5[CH:23]=[CH:24][CH:25]=[CH:26][C:21]=5[CH2:20][O:19]4)[CH2:15][CH2:14]3)=[O:12])=[CH:7][N:8]2[CH2:28][CH2:29][CH:30]2[CH2:35][CH2:34][O:33][CH2:32][CH2:31]2)=[CH:4][CH:3]=1. Procedure: Following the general procedure III as described above, the alkylation of 1′-[(6-chloro-1H-indol-3-yl)carbonyl]-3H-spiro[2-benzofuran-1,4′-piperidine] (prepared according to example 69) with 4-(2-bromo-ethyl)-tetrahydro-pyran (described in US 2004220214) gave the title compound. ES-MS m/e (%): 479.5 (M+H+). Reactants: Cl (HCl), CN(C1(CCN(CC1)CCNC(OC(C)(C)C)=O)C=1SC=CC1)C (tert-butyl 2-(4-(dimethylamino)-4-(thiophen-2-yl)piperidin-1-yl)ethylcarbamate), CO.C(Cl)(Cl)Cl (MeOH CHCl3). Solvent: C(Cl)(Cl)Cl (chloroform). Run at time 1 hour. Yields the product Cl.Cl.Cl.NCCN1CCC(CC1)(N(C)C)C=1SC=CC1 (1-(2-Aminoethyl)-N,N-dimethyl-4-(thiophen-2-yl)piperidin-4-amine tris hydrochloride). The yield is 97.0%. Reaction SMILES: [ClH:1].[CH3:2][N:3]([CH3:25])[C:4]1([C:20]2[S:21][CH:22]=[CH:23][CH:24]=2)[CH2:9][CH2:8][N:7]([CH2:10][CH2:11][NH:12]C(=O)OC(C)(C)C)[CH2:6][CH2:5]1.CO.C(Cl)(Cl)[Cl:29]>C(Cl)(Cl)Cl>[ClH:29].[ClH:1].[ClH:29].[NH2:12][CH2:11][CH2:10][N:7]1[CH2:8][CH2:9][C:4]([C:20]2[S:21][CH:22]=[CH:23][CH:24]=2)([N:3]([CH3:25])[CH3:2])[CH2:5][CH2:6]1 |f:2.3,5.6.7.8|. Procedure: HCl gas was passed through a solution of 9 g (1 eq.) tert-butyl 2-(4-(dimethylamino)-4-(thiophen-2-yl)piperidin-1-yl)ethylcarbamate in chloroform at 0° C. for ˜30 min. The reaction mixture was then stirred at room temperature for one hour. The reaction course was monitored by thin-layer chromatography (10% MeOH/CHCl3). Once the conversion was complete, the solvent was removed under reduced pressure and 9 g (97%) of product were obtained in the form of a white solid.